From a dataset of the Open Reaction Database (ORD), a public repository of structured organic reaction records. describe an organic reaction: reactants, conditions, products, and yield Starting materials: COC(=O)C1CN(CC(C1)COCC1=CC=CC=C1)S(=O)(=O)C1=CC2=CC=CC=C2C=C1 ((3SR,5RS)-5-Benzyloxymethyl-1-(naphthalene-2-sulfonyl)-piperidine-3-carboxylic acid methyl ester), [H-].[Al+3].[Li+].[H-].[H-].[H-] (lithium aluminium hydride). The product is C(C1=CC=CC=C1)OCC1CC(CN(C1)S(=O)(=O)C1=CC2=CC=CC=C2C=C1)CO ((3SR,5RS)-[5-benzyloxymethyl-1-(naphthalene-2-sulfonyl)-piperidin-3-yl]-methanol). The yield is 60.8%. RXN SMILES: C[O:2][C:3]([CH:5]1[CH2:10][CH:9]([CH2:11][O:12][CH2:13][C:14]2[CH:19]=[CH:18][CH:17]=[CH:16][CH:15]=2)[CH2:8][N:7]([S:20]([C:23]2[CH:32]=[CH:31][C:30]3[C:25](=[CH:26][CH:27]=[CH:28][CH:29]=3)[CH:24]=2)(=[O:22])=[O:21])[CH2:6]1)=O.[H-].[Al+3].[Li+].[H-].[H-].[H-]>>[CH2:13]([O:12][CH2:11][CH:9]1[CH2:8][N:7]([S:20]([C:23]2[CH:32]=[CH:31][C:30]3[C:25](=[CH:26][CH:27]=[CH:28][CH:29]=3)[CH:24]=2)(=[O:22])=[O:21])[CH2:6][CH:5]([CH2:3][OH:2])[CH2:10]1)[C:14]1[CH:19]=[CH:18][CH:17]=[CH:16][CH:15]=1 |f:1.2.3.4.5.6|. Procedure details: (3SR,5RS)-5-Benzyloxymethyl-1-(naphthalene-2-sulfonyl)-piperidine-3-carboxylic acid methyl ester (2.70 g) was reduced with lithium aluminium hydride as described in Example 17 to obtain (3SR,5RS)-[5-benzyloxymethyl-1-(naphthalene-2-sulfonyl)-piperidin-3-yl]-methanol (1.54 g) as a syrup, MS: 426 (MH+). Reactants: N=1C=CC(=C2C=C(OC)C=CC12)C, IC1COC1. The solvent is O, O=S(C)C. Reported procedure: H2O2 (30% in H2O; 0.31 mL, 3.0 mmol) was added dropwise  over  1-2  min  to  a  stirred  solution  of  6-methoxy-4-methylquinoline  4a  (173  mg,  1.0  mmol),  concentrated  H2SO4  (107  μL,  2.0  mmol),  3-iodooxetane  (368  mg,  2.0  mmol)  and  iron(II)  sulfate  heptahydrate (80 mg, 0.3 mmol) in DMSO (10 mL) at room temperature. After 1-2 min a further portion of  iron(II)  sulfate  heptahydrate  (80  mg,  0.3  mmol)  was  added  and  the  mixture  was  stirred  at  room  temperature for 30 ... The yield is 31.0%. Product: N=1C=2C=CC(OC)=CC2C(=CC1C3COC3)C. Reagents/catalysts: O=S(=O)(O)O, OO, [Fe].O=S(=O)(O)O.O. Reaction conditions: temperature 25 celsius, time 0.75 hour.